Dataset: the Open Reaction Database (ORD), a public repository of structured organic reaction records. Task: describe an organic reaction: reactants, conditions, products, and yield Reactants: CC(C)CCON=O, CC#N, Cl[Cu], Cl[Cu]Cl, Cl, COC(=O)CSc1ncccc1Oc1cc(-n2c(=O)cc(C(F)(F)F)n(C)c2=O)c(F)cc1N. Product: COC(=O)CSc1ncccc1Oc1cc(-n2c(=O)cc(C(F)(F)F)n(C)c2=O)c(F)cc1Cl. RXN SMILES: [CH3:1][CH:2]([CH2:3][CH2:4][O:5][N:6]=[O:7])[CH3:8].[CH3:49][C:50]#[N:51].[Cl:44][Cu:45].[Cl:46][Cu:47][Cl:48].[ClH:43].[NH2:9][c:10]1[c:11]([O:12][c:13]2[c:14]([S:19][CH2:20][C:21](=[O:22])[O:23][CH3:24])[n:15][cH:16][cH:17][cH:18]2)[cH:25][c:26](-[n:30]2[c:31](=[O:42])[n:32]([CH3:41])[c:33]([C:37]([F:38])([F:39])[F:40])[cH:34][c:35]2=[O:36])[c:27]([F:29])[cH:28]1>>[c:10]1([Cl:43])[c:11]([O:12][c:13]2[c:14]([S:19][CH2:20][C:21](=[O:22])[O:23][CH3:24])[n:15][cH:16][cH:17][cH:18]2)[cH:25][c:26](-[n:30]2[c:31](=[O:42])[n:32]([CH3:41])[c:33]([C:37]([F:38])([F:39])[F:40])[cH:34][c:35]2=[O:36])[c:27]([F:29])[cH:28]1. Conditions: temperature 180 celsius, time 2 hour. Run in petroleum ether, CCOC(=O)C (EtOAc), CN1CCCC1=O (NMP). Procedure details: To a stirred solution of (S)-4-amino-N-((3-fluoro-4-(trifluoromethoxy)phenyl) (3-fluoropyridin-2-yl)methyl)-5-methoxypicolinamide (600 mg, 0.0013 mol) in NMP (10 mL) was added LiCl (168 mg, 0.0039 mol, Aldrich) followed by pTSA (754 mg, 0.0039 mol, Aldrich) at rt. The reaction mixture was stirred at 180° C. for 2 h. After completion of the reaction (monitored by TLC, 50% EtOAc in petroleum ether), the reaction mixture was cooled to room temperature and sat'd NaHCO3 (50 mL) was added and the aque... Yields the product NC1=CC(=NC=C1O)C(=O)N[C@H](C1=NC=CC=C1F)C1=CC(=C(C=C1)OC(F)(F)F)F ((S)-4-Amino-N-((3-fluoro-4-(trifluoromethoxy)phenyl)(3-fluoropyridin-2-yl)methyl)-5-hydroxypicolinamide). Starting materials: NC1=CC(=NC=C1OC)C(=O)N[C@H](C1=NC=CC=C1F)C1=CC(=C(C=C1)OC(F)(F)F)F ((S)-4-amino-N-((3-fluoro-4-(trifluoromethoxy)phenyl) (3-fluoropyridin-2-yl)methyl)-5-methoxypicolinamide), [Li+].[Cl-] (LiCl), C(=O)(O)[O-].[Na+] (NaHCO3), CC=1C=CC(=CC1)S(=O)(=O)O (pTSA). As a reaction SMILES: [NH2:1][C:2]1[C:7]([O:8]C)=[CH:6][N:5]=[C:4]([C:10]([NH:12][C@@H:13]([C:21]2[CH:26]=[CH:25][C:24]([O:27][C:28]([F:31])([F:30])[F:29])=[C:23]([F:32])[CH:22]=2)[C:14]2[C:19]([F:20])=[CH:18][CH:17]=[CH:16][N:15]=2)=[O:11])[CH:3]=1.[Li+].[Cl-].CC1C=CC(S(O)(=O)=O)=CC=1.C([O-])(O)=O.[Na+]>CN1C(=O)CCC1.CCOC(C)=O>[NH2:1][C:2]1[C:7]([OH:8])=[CH:6][N:5]=[C:4]([C:10]([NH:12][C@@H:13]([C:21]2[CH:26]=[CH:25][C:24]([O:27][C:28]([F:29])([F:30])[F:31])=[C:23]([F:32])[CH:22]=2)[C:14]2[C:19]([F:20])=[CH:18][CH:17]=[CH:16][N:15]=2)=[O:11])[CH:3]=1 |f:1.2,4.5|. Starting materials: CCN(c1nc(C)cc(N2CCC(=O)CC2)n1)c1ccc(C(C)C)cc1Br, Clc1cccc(Br)c1, [Cl-], I, [Mg], [NH4+], C1CCOC1. The product is CCN(c1nc(C)cc(N2CCC(O)(c3cccc(Cl)c3)CC2)n1)c1ccc(C(C)C)cc1Br. RXN SMILES: [Br:11][c:12]1[c:13]([N:21]([CH2:22][CH3:23])[c:24]2[n:25][c:26]([CH3:37])[cH:27][c:28]([N:30]3[CH2:31][CH2:32][C:33](=[O:36])[CH2:34][CH2:35]3)[n:29]2)[cH:14][cH:15][c:16]([CH:18]([CH3:19])[CH3:20])[cH:17]1.[Br:1][c:2]1[cH:3][c:4]([Cl:8])[cH:5][cH:6][cH:7]1.[Cl-:38].[I:10].[Mg:9].[NH4+:39].[O:40]1[CH2:41][CH2:42][CH2:43][CH2:44]1>>[c:2]1([C:33]2([OH:36])[CH2:32][CH2:31][N:30]([c:28]3[cH:27][c:26]([CH3:37])[n:25][c:24]([N:21]([c:13]4[c:12]([Br:11])[cH:17][c:16]([CH:18]([CH3:19])[CH3:20])[cH:15][cH:14]4)[CH2:22][CH3:23])[n:29]3)[CH2:35][CH2:34]2)[cH:3][c:4]([Cl:8])[cH:5][cH:6][cH:7]1.